Dataset: the Open Reaction Database (ORD), a public repository of structured organic reaction records. Task: describe an organic reaction: reactants, conditions, products, and yield The reactants are C(C1=CC=CC=C1)C1CCN(CC1)C(C(=O)NC1=CC=C(C=C1)[N+](=O)[O-])=O (2-(4-Benzyl-piperidin-1-yl)-N-(4-nitrophenyl)-2-oxo-acetamide), Cl (hydrochloric acid). Run in C(C)(=O)OCC (ethyl acetate). Product: Cl.NC1=CC=C(C=C1)NC(C(=O)N1CCC(CC1)CC1=CC=CC=C1)=O (N-(4-Amino-phenyl)-2-(4-benzyl-piperidin-1-yl)-2-oxo-acetamide hydrochloride). RXN SMILES: [CH2:1]([CH:8]1[CH2:13][CH2:12][N:11]([C:14](=[O:27])[C:15]([NH:17][C:18]2[CH:23]=[CH:22][C:21]([N+:24]([O-])=O)=[CH:20][CH:19]=2)=[O:16])[CH2:10][CH2:9]1)[C:2]1[CH:7]=[CH:6][CH:5]=[CH:4][CH:3]=1.[ClH:28]>C(OCC)(=O)C>[ClH:28].[NH2:24][C:21]1[CH:22]=[CH:23][C:18]([NH:17][C:15](=[O:16])[C:14]([N:11]2[CH2:12][CH2:13][CH:8]([CH2:1][C:2]3[CH:3]=[CH:4][CH:5]=[CH:6][CH:7]=3)[CH2:9][CH2:10]2)=[O:27])=[CH:19][CH:20]=1 |f:3.4|. Procedure: The title compound is prepared from 2-(4-benzyl-piperidin-1-yl)-N-(4-nitrophenyl)-2-oxo-acetamide (Example 70) according to the method described in Example 11. The residue is treated with 2.5 N hydrochloric acid in ethyl acetate to yield the title compound. Melting Point: >260° C. (ethyl acetate) Starting materials: CS(=O)[O-], CS(C)=O, N#Cc1ccc(F)c(C(F)(F)F)c1, [Na+], O. Yields the product CS(=O)(=O)c1ccc(C#N)cc1C(F)(F)F. As a reaction SMILES: [CH3:14][S:15](=[O:16])[O-:17].[CH3:19][S:20]([CH3:21])=[O:22].[F:1][c:2]1[c:3]([C:10]([F:11])([F:12])[F:13])[cH:4][c:5]([C:6]#[N:7])[cH:8][cH:9]1.[Na+:18].[OH2:23]>>[c:2]1([S:15]([CH3:14])(=[O:16])=[O:17])[c:3]([C:10]([F:11])([F:12])[F:13])[cH:4][c:5]([C:6]#[N:7])[cH:8][cH:9]1. Reactants: N#Cc1ccc(O)cn1, CI, [K+], [K+], O=C([O-])[O-], CN(C)C=O, O. Product: COc1ccc(C#N)nc1. Reaction SMILES: [C:1](#[N:2])[c:3]1[n:4][cH:5][c:6]([OH:9])[cH:7][cH:8]1.[CH3:21][I:22].[K+:15].[K+:16].[O-:17][C:18]([O-:19])=[O:20].[O:10]=[CH:11][N:12]([CH3:13])[CH3:14].[OH2:23]>>[C:1](#[N:2])[c:3]1[n:4][cH:5][c:6]([O:9][CH3:11])[cH:7][cH:8]1. The reactants are FC(C(=O)O)(F)F (trifluoroacetic acid), FC(S(=O)(=O)O)(F)F (trifluoromethanesulfonic acid), COC1=CC=C(CS[C@H]2C[C@H](N(C2)C(=O)OCC2=CC=C(C=C2)[N+](=O)[O-])C(=O)N2CCN(CCC2)CCOC(N)=O)C=C1 ((2S,4S)-4-(4-methoxybenzylthio)-2-[4-(2-carbamoyloxyethyl) -1-homopiperazinylcarbonyl]-1-(4-nitrobenzyloxycarbonyl)pyrrolidine). The solvent is C1(=CC=CC=C1)OC (anisole). Run at time 1 hour. Product: FC(S(=O)(=O)O)(F)F.C(N)(=O)OCCN1CCN(CCC1)C(=O)[C@H]1N(C[C@H](C1)S)C(=O)OCC1=CC=C(C=C1)[N+](=O)[O-] ((2S,4S)-2-[4-(2-Carbamoyloxyethyl)-1-homopiperazinylcarbonyl]4-mercapto -1-(4-nitrobenzyloxycarbonyl)pyrrolidine trifluoromethanesulfonate). RXN SMILES: FC(F)(F)C(O)=O.[F:8][C:9]([F:15])([F:14])[S:10]([OH:13])(=[O:12])=[O:11].COC1C=CC(C[S:23][C@@H:24]2[CH2:28][N:27]([C:29]([O:31][CH2:32][C:33]3[CH:38]=[CH:37][C:36]([N+:39]([O-:41])=[O:40])=[CH:35][CH:34]=3)=[O:30])[C@H:26]([C:42]([N:44]3[CH2:50][CH2:49][CH2:48][N:47]([CH2:51][CH2:52][O:53][C:54](=[O:56])[NH2:55])[CH2:46][CH2:45]3)=[O:43])[CH2:25]2)=CC=1>C1(OC)C=CC=CC=1>[F:8][C:9]([F:15])([F:14])[S:10]([OH:13])(=[O:12])=[O:11].[C:54]([O:53][CH2:52][CH2:51][N:47]1[CH2:48][CH2:49][CH2:50][N:44]([C:42]([C@@H:26]2[CH2:25][C@H:24]([SH:23])[CH2:28][N:27]2[C:29]([O:31][CH2:32][C:33]2[CH:34]=[CH:35][C:36]([N+:39]([O-:41])=[O:40])=[CH:37][CH:38]=2)=[O:30])=[O:43])[CH2:45][CH2:46]1)(=[O:56])[NH2:55] |f:4.5|. Procedure: 2.7 ml of trifluoroacetic acid and 88 μl of trifluoromethanesulfonic acid were added, whilst ice-cooling, to a solution of 308 mg of (2S,4S)-4-(4-methoxybenzylthio)-2-[4-(2-carbamoyloxyethyl) -1-homopiperazinylcarbonyl]-1-(4-nitrobenzyloxycarbonyl)pyrrolidine dissolved in 543 μl of anisole, and the resulting mixture was stirred a the same temperature for 1 hour. At the end of this time, the reaction mixture was worked up in a similar manner to that described in Example 32(1), to afford 315 mg of... Reactants: CC(C)OC(=O)N=NC(=O)OC(C)C, OC1COC1, O=C1c2ccccc2C(=O)N1O, c1ccc(P(c2ccccc2)c2ccccc2)cc1. Product: O=C1c2ccccc2C(=O)N1OC1COC1. As a reaction SMILES: [N:37]([C:38]([O:39][CH:40]([CH3:41])[CH3:42])=[O:43])=[N:44][C:45]([O:46][CH:47]([CH3:48])[CH3:49])=[O:50].[O:1]1[CH2:2][CH:3]([OH:5])[CH2:4]1.[OH:25][N:26]1[C:27](=[O:36])[c:28]2[cH:29][cH:30][cH:31][cH:32][c:33]2[C:34]1=[O:35].[c:6]1([P:7]([c:8]2[cH:9][cH:10][cH:11][cH:12][cH:13]2)[c:14]2[cH:15][cH:16][cH:17][cH:18][cH:19]2)[cH:20][cH:21][cH:22][cH:23][cH:24]1>>[O:1]1[CH2:2][CH:3]([O:5][N:26]2[C:27](=[O:36])[c:28]3[cH:29][cH:30][cH:31][cH:32][c:33]3[C:34]2=[O:35])[CH2:4]1. Starting materials: FC1=CC=C(CNC(=O)C=2C(C3=C(N(C2)C)C(=C(S3)CCl)C)=O)C=C1 (N-(4-fluorobenzyl)-2-(chloromethyl)-3,4-dimethyl-7-oxo-4,7-dihydrothieno[3,2-b]pyridine-6-carboxamide), Cl.Cl.CNC[C@@H](O)C1=NC=CC=N1 ((1R)-2-(methylamino)-1-pyrimidin-2-ylethanol dihydrochloride), C(C)(C)N(CC)C(C)C (diisopropylethylamine). The solvent is CN(C)C=O (DMF), O (water). Reaction conditions: temperature 60 celsius, time 20 hour. The product is FC1=CC=C(CNC(=O)C=2C(C3=C(N(C2)C)C(=C(S3)CN(C)C[C@H](C3=NC=CC=N3)O)C)=O)C=C1 (N-(4-fluorobenzyl)-2-{[[(2R)-2-hydroxy-2-pyrimidin-2-ylethyl](methyl)amino]methyl}-3,4-dimethyl-7-oxo-4,7-dihydrothieno[3,2-b]pyridine-6-carboxamide). The yield is 74.0%. As a reaction SMILES: [F:1][C:2]1[CH:25]=[CH:24][C:5]([CH2:6][NH:7][C:8]([C:10]2[C:11](=[O:23])[C:12]3[S:19][C:18]([CH2:20]Cl)=[C:17]([CH3:22])[C:13]=3[N:14]([CH3:16])[CH:15]=2)=[O:9])=[CH:4][CH:3]=1.Cl.Cl.[CH3:28][NH:29][CH2:30][C@H:31]([C:33]1[N:38]=[CH:37][CH:36]=[CH:35][N:34]=1)[OH:32].C(N(C(C)C)CC)(C)C>CN(C=O)C.O>[F:1][C:2]1[CH:25]=[CH:24][C:5]([CH2:6][NH:7][C:8]([C:10]2[C:11](=[O:23])[C:12]3[S:19][C:18]([CH2:20][N:29]([CH2:30][C@@H:31]([OH:32])[C:33]4[N:34]=[CH:35][CH:36]=[CH:37][N:38]=4)[CH3:28])=[C:17]([CH3:22])[C:13]=3[N:14]([CH3:16])[CH:15]=2)=[O:9])=[CH:4][CH:3]=1 |f:1.2.3|. Reported procedure: A mixture of N-(4-fluorobenzyl)-2-(chloromethyl)-3,4-dimethyl-7-oxo-4,7-dihydrothieno[3,2-b]pyridine-6-carboxamide (216 mg, 0.570 mmol), (1R)-2-(methylamino)-1-pyrimidin-2-ylethanol dihydrochloride (Preparation 104, 155 mg, 0.686 mmol) and diisopropylethylamine (600 μL, 3.44 mmol) in dry DMF (10.0 mL) was stirred at 60° C. for 20 hours. The solution was then diluted with water (75 mL). The resulting precipitate was collected by filtration and the collected solid was dried at 60° C. in vacuo, pro... Starting materials: NC(=O)c1cccc(F)c1Nc1nc(Cl)ncc1Cl, Nc1ccc2c(c1)NC(=O)CCC2. Yields the product NC(=O)c1cccc(F)c1Nc1nc(Nc2ccc3c(c2)NC(=O)CCC3)ncc1Cl. RXN SMILES: [Cl:14][c:15]1[n:16][cH:17][c:18]([Cl:32])[c:19]([NH:21][c:22]2[c:23]([C:24](=[O:25])[NH2:26])[cH:27][cH:28][cH:29][c:30]2[F:31])[n:20]1.[NH2:1][c:2]1[cH:3][cH:4][c:5]2[c:6]([cH:13]1)[NH:7][C:8](=[O:12])[CH2:9][CH2:10][CH2:11]2>>[NH:1]([c:2]1[cH:3][cH:4][c:5]2[c:6]([cH:13]1)[NH:7][C:8](=[O:12])[CH2:9][CH2:10][CH2:11]2)[c:15]1[n:16][cH:17][c:18]([Cl:32])[c:19]([NH:21][c:22]2[c:23]([C:24](=[O:25])[NH2:26])[cH:27][cH:28][cH:29][c:30]2[F:31])[n:20]1. Starting materials: Cc1ccccc1, O=C(Cl)Cl, NC1CCC(c2ccccc2)CC1. Yields the product O=C=NC1CCC(c2ccccc2)CC1. Reaction SMILES: [CH3:18][c:19]1[cH:20][cH:21][cH:22][cH:23][cH:24]1.[Cl:1][C:2]([Cl:3])=[O:4].[c:5]1([CH:11]2[CH2:12][CH2:13][CH:14]([NH2:17])[CH2:15][CH2:16]2)[cH:6][cH:7][cH:8][cH:9][cH:10]1>>[C:2](=[O:4])=[N:17][CH:14]1[CH2:13][CH2:12][CH:11]([c:5]2[cH:6][cH:7][cH:8][cH:9][cH:10]2)[CH2:16][CH2:15]1. Reactants: O1CCN(CC1)C(=O)C=1N=C(SC1)N1CC(C1)OS(=O)(=O)C (1-(4-morpholinocarbonyl-1,3-thiazol-2-yl)-3-methanesulfonyloxyazetidine), C(C)(=S)[O-].[K+] (potassium thioacetate). Run in CN(C=O)C (dimethylformamide). Run at temperature 80 celsius, time 18 hour. Product: C(C)(=O)SC1CN(C1)C=1SC=C(N1)C(=O)N1CCOCC1 (3-acetylthio-1-(4-morpholinocarbonyl-1,3-thiazol-2-yl)azetidine). The yield is 64.0%. As a reaction SMILES: [O:1]1[CH2:6][CH2:5][N:4]([C:7]([C:9]2[N:10]=[C:11]([N:14]3[CH2:17][CH:16](OS(C)(=O)=O)[CH2:15]3)[S:12][CH:13]=2)=[O:8])[CH2:3][CH2:2]1.[C:23]([O-:26])(=[S:25])[CH3:24].[K+]>CN(C)C=O>[C:23]([S:25][CH:16]1[CH2:15][N:14]([C:11]2[S:12][CH:13]=[C:9]([C:7]([N:4]3[CH2:3][CH2:2][O:1][CH2:6][CH2:5]3)=[O:8])[N:10]=2)[CH2:17]1)(=[O:26])[CH3:24] |f:1.2|. Reported procedure: To a solution of 1-(4-morpholinocarbonyl-1,3-thiazol-2-yl)-3-methanesulfonyloxyazetidine (680 mg, 1.96 mmol) (obtained as described in Reference Example 11(3)) in dimethylformamide (20 ml) was added potassium thioacetate (671 mg, 5.87 mmol) at room temperature, and then the reaction mixture was stirred in an oil bath (80° C.) for 18 hours. After checking the completion of the reaction, the reaction mixture was partitioned between ethyl acetate and 10% aqueous sodium chloride solution. The obtain... Starting materials: COC=1C=C(CC2N(CCCC3=C2C=C(C(=C3)OC)OC)C(C(=O)O)C3=CC=CC=C3)C=CC1OC ([1-(3,4-dimethoxy-benzyl)-7,8-dimethoxy-1,3,4,5-tetrahydro-benzo[c]azepin-2-yl]-phenyl-acetic acid), NCCC(C)C (1-amino-3-methylbutane). Product: COC=1C=C(CC2N(CCCC3=C2C=C(C(=C3)OC)OC)C(C(=O)NCCC(C)C)C3=CC=CC=C3)C=CC1OC (2-[1-(3,4-Dimethoxy-benzyl)-7,8-dimethoxy-1,3,4,5-tetrahydro-benzo[c]azepin-2-yl]-N-(3-methyl-butyl)-2-phenyl-acetamide). As a reaction SMILES: [CH3:1][O:2][C:3]1[CH:4]=[C:5]([CH:32]=[CH:33][C:34]=1[O:35][CH3:36])[CH2:6][CH:7]1[C:13]2[CH:14]=[C:15]([O:20][CH3:21])[C:16]([O:18][CH3:19])=[CH:17][C:12]=2[CH2:11][CH2:10][CH2:9][N:8]1[CH:22]([C:26]1[CH:31]=[CH:30][CH:29]=[CH:28][CH:27]=1)[C:23](O)=[O:24].[NH2:37][CH2:38][CH2:39][CH:40]([CH3:42])[CH3:41]>>[CH3:1][O:2][C:3]1[CH:4]=[C:5]([CH:32]=[CH:33][C:34]=1[O:35][CH3:36])[CH2:6][CH:7]1[C:13]2[CH:14]=[C:15]([O:20][CH3:21])[C:16]([O:18][CH3:19])=[CH:17][C:12]=2[CH2:11][CH2:10][CH2:9][N:8]1[CH:22]([C:26]1[CH:31]=[CH:30][CH:29]=[CH:28][CH:27]=1)[C:23]([NH:37][CH2:38][CH2:39][CH:40]([CH3:42])[CH3:41])=[O:24]. Procedure: prepared by reaction of [1-(3,4-dimethoxy-benzyl)-7,8-dimethoxy-1,3,4,5-tetrahydro-benzo[c]azepin-2-yl]-phenyl-acetic acid with 1-amino-3-methylbutane.